This data is from the Open Reaction Database (ORD), a public repository of structured organic reaction records. The task is: describe an organic reaction: reactants, conditions, products, and yield The reactants are BrC1C(C2=C(SCC1)C=CC=C2)=O (4-bromo-2,3-dihydrobenzo[b]thiepin-5(4H)-one), C([O-])([O-])=O.[Li+].[Li+] (lithium carbonate). Reagents/catalysts: S(=O)(=O)([O-])C1=CC=C(C)C=C1.[Ag+] (silver tosylate). Solvent: ice water, CN(C=O)C (dimethylformamide). Product: O=C1C2=C(SC13CC3)C=CC=C2 (3-oxo-2,3-dihydro[1]-benzothiophene-2-spirocyclopropane). RXN SMILES: Br[CH:2]1[CH2:8][CH2:7][S:6][C:5]2[CH:9]=[CH:10][CH:11]=[CH:12][C:4]=2[C:3]1=[O:13].C(=O)([O-])[O-].[Li+].[Li+]>CN(C)C=O.S(C1C=CC(C)=CC=1)([O-])(=O)=O.[Ag+]>[O:13]=[C:3]1[C:7]2([CH2:8][CH2:2]2)[S:6][C:5]2[CH:9]=[CH:10][CH:11]=[CH:12][C:4]1=2 |f:1.2.3,5.6|. Procedure details: In dry dimethylformamide, 0.5 g of 4-bromo-2,3-dihydrobenzo[b]thiepin-5(4H)-one, 0.6 g of silver tosylate and 0.2 g of lithium carbonate are heated under reflux for 12 hours, at the end of which time the reaction mixture is poured in ice-water. The resultant crystals are recovered by filtration and dried. This crude product is purified by thin-layer chromatography on silica gel (solvent system: benzene-n-hexane=1:3). The crude crystals thus obtained are recrystallized from methylene chloride-n-h...